From a dataset of the Open Reaction Database (ORD), a public repository of structured organic reaction records. describe an organic reaction: reactants, conditions, products, and yield Reactants: C1(=CC=CC=C1)[C@@H]1NC(N[C@@H]1C1=CC=CC=C1)=S (cis-4,5-Diphenylimidazolidine-2-thione), ClC1=C(CCl)C=CC=C1 (2-chlorobenzyl chloride). The solvent is CCO (EtOH). Yields the product Cl.ClC1=C(CSC=2N[C@@H]([C@@H](N2)C2=CC=CC=C2)C2=CC=CC=C2)C=CC=C1 (2-[(2-Chlorobenzyl)thio]-cis-4,5-diphenyl-4,5-dihydro-1H-imidazole hydrochloride). Yield: 32.2%. RXN SMILES: [C:1]1([C@H:7]2[C@@H:11]([C:12]3[CH:17]=[CH:16][CH:15]=[CH:14][CH:13]=3)[NH:10][C:9](=[S:18])[NH:8]2)[CH:6]=[CH:5][CH:4]=[CH:3][CH:2]=1.[Cl:19][C:20]1[CH:27]=[CH:26][CH:25]=[CH:24][C:21]=1[CH2:22]Cl>CCO>[ClH:19].[Cl:19][C:20]1[CH:27]=[CH:26][CH:25]=[CH:24][C:21]=1[CH2:22][S:18][C:9]1[NH:8][C@H:7]([C:1]2[CH:2]=[CH:3][CH:4]=[CH:5][CH:6]=2)[C@H:11]([C:12]2[CH:13]=[CH:14][CH:15]=[CH:16][CH:17]=2)[N:10]=1 |f:3.4|. Procedure: A mixture of intermediate 25 (200 mg, 0.786 mmol) and 2-chlorobenzyl chloride (0.198 mL, 1.57 mmol) in abs. EtOH (2 mL) is heated at 95° C. for 24 h. The reaction mixture is cooled to RT, evaporated to dryness, and the residue suspended in Et2O. The insoluble material is filtered to give 105 mg of the product 208. 1H NMR (DMSO-d6) δ 11.38 (s, 2 H), 7.90-7.70 (m, 1 H), 7.70-7.55 (m, 1 H), 7.55-7.35 (m, 2 H), 7.20-7.00 (m, 6 H), 7.00-6.85 (m, 4 H), 5.81 (s, 2 H), 4.88 (s, 2 H); MS: m/z 379 (M++1). Starting materials: B, CCCC(NC(=O)OC(C)(C)C)C(=O)O, CO, C1CCOC1, C1CCOC1. The product is CCCC(CO)NC(=O)OC(C)(C)C. As a reaction SMILES: [BH3:21].[C:1](=[O:2])([O:3][C:4]([CH3:5])([CH3:6])[CH3:7])[NH:8][CH:9]([CH2:10][CH2:11][CH3:12])[C:13](=[O:14])[OH:15].[CH3:22][OH:23].[O:16]1[CH2:17][CH2:18][CH2:19][CH2:20]1.[O:24]1[CH2:25][CH2:26][CH2:27][CH2:28]1>>[C:1](=[O:2])([O:3][C:4]([CH3:5])([CH3:6])[CH3:7])[NH:8][CH:9]([CH2:10][CH2:11][CH3:12])[CH2:13][OH:14]. The reactants are BrC1=C(C=C(C#N)C=C1)C=O (4-bromo-3-formyl-benzonitrile), C(C1=CC=CC=C1)N (benzylamine), C(#N)[BH3-].[Na+] (sodium cyanoborohydride), C(C)(=O)O (Acetic acid). Solvent: CO (MeOH). Reaction conditions: time 8 hour. Yields the product C(C1=CC=CC=C1)NCC=1C=C(C#N)C=CC1Br (3-(benzylamino-methyl)-4-bromo-benzonitrile). As a reaction SMILES: [Br:1][C:2]1[CH:9]=[CH:8][C:5]([C:6]#[N:7])=[CH:4][C:3]=1[CH:10]=O.[CH2:12]([NH2:19])[C:13]1[CH:18]=[CH:17][CH:16]=[CH:15][CH:14]=1.C([BH3-])#N.[Na+].C(O)(=O)C>CO>[CH2:12]([NH:19][CH2:10][C:3]1[CH:4]=[C:5]([CH:8]=[CH:9][C:2]=1[Br:1])[C:6]#[N:7])[C:13]1[CH:18]=[CH:17][CH:16]=[CH:15][CH:14]=1 |f:2.3|. Procedure: To 4-bromo-3-formyl-benzonitrile (2.42 g, 11.5 mmol) in MeOH (450 mL) was added benzylamine (1.88 mL, 17.3 mmol) and sodium cyanoborohydride (1.09 g, 17.3 mmol). Acetic acid (0.99 mL, 17.3 mmol) was added dropwise, and the reaction was stirred at room temperature overnight. The mixture was quenched with H2O and extracted with EtOAc. The combined organic layers were dried, concentrated, and purified by silica gel chromatography (0-30% EtOAc in hexanes) to give 3-(benzylamino-methyl)-4-bromo-benzo... RXN SMILES: CC1C=CC(S(O[C@H:12]([CH2:15][CH:16]([CH3:21])[CH2:17][CH2:18][CH:19]=[CH2:20])[CH2:13][CH3:14])(=O)=O)=CC=1.[CH2:22]([O:24][C:25](=[O:41])[CH2:26][N:27]=[C:28]([C:35]1[CH:40]=[CH:39][CH:38]=[CH:37][CH:36]=1)[C:29]1[CH:34]=[CH:33][CH:32]=[CH:31][CH:30]=1)[CH3:23].C[Si]([N-][Si](C)(C)C)(C)C.[Li+]>C1(C)C=CC=CC=1>[C:29]1([C:28](=[N:27][CH:26]([C@H:12]([CH2:13][CH3:14])[CH2:15][CH:16]([CH3:21])[CH2:17][CH2:18][CH:19]=[CH2:20])[C:25]([O:24][CH2:22][CH3:23])=[O:41])[C:35]2[CH:40]=[CH:39][CH:38]=[CH:37][CH:36]=2)[CH:30]=[CH:31][CH:32]=[CH:33][CH:34]=1 |f:2.3|. Starting materials: CC1=CC=C(C=C1)S(=O)(=O)O[C@@H](CC)CC(CCC=C)C ((S)-5-methylnon-8-en-3-yl 4-methylbenzenesulfonate), C(C)OC(CN=C(C1=CC=CC=C1)C1=CC=CC=C1)=O (N-(diphenylmethylene)glycinate ethyl ester), C[Si](C)(C)[N-][Si](C)(C)C.[Li+] (lithium bis(trimethylsilyl)amide). Solvent: C1(=CC=CC=C1)C (toluene). The yield is 36.0%. Run at temperature 110 celsius. Procedure: To a solution of (S)-5-methylnon-8-en-3-yl 4-methylbenzenesulfonate (15 g, 48 mmole) and N-(diphenylmethylene)glycinate ethyl ester (15.5 g, 58.0 mmole) in toluene (150 mL) at 0° C. was added lithium bis(trimethylsilyl)amide (“LiHMDS”, 72.5 mL, 72.5 mmole, 1 M solution in THF). The reaction mass was allowed to come to room temperature, and then was heated at 110° C. for 2 h. The reaction mass was cooled to room temperature, quenched with water and extracted with ethyl acetate (100 mL×3). The com... The product is C1(=CC=CC=C1)C(C1=CC=CC=C1)=NC(C(=O)OCC)[C@@H](CC(CCC=C)C)CC ((3R)-ethyl 2-(diphenylmethyleneamino)-3-ethyl-5-methylnon-8-enoate).